From a dataset of the Open Reaction Database (ORD), a public repository of structured organic reaction records. describe an organic reaction: reactants, conditions, products, and yield The reactants are OC1(N=C(SC1)CN(C)C)CCl (4-Hydroxy-4-chloromethyl-2-(dimethylaminomethyl)thiazoline), C1(=CC=CC=C1)C (toluene), solid, [OH-].[K+] (potassium hydroxide). Solvent: O (water). Run at time 45 minute. Product: CN(C)CC=1SC=C(N1)CO (2-(Dimethylaminomethyl)-4-thiazolemethanol). Reaction SMILES: O[C:2]1([CH2:11]Cl)[CH2:6][S:5][C:4]([CH2:7][N:8]([CH3:10])[CH3:9])=[N:3]1.C1(C)C=CC=CC=1.[OH-:20].[K+]>O>[CH3:9][N:8]([CH2:7][C:4]1[S:5][CH:6]=[C:2]([CH2:11][OH:20])[N:3]=1)[CH3:10] |f:2.3|. Procedure: To a 100 ml, three-necked, flask equipped with an agitator and condensor were added 3.0 g (0.014 mol) of 4-hydroxy-4-chloromethyl-2-(dimethylaminomethyl)thiazoline (prepared as in Example 1), 47 ml of toluene, 1 ml of water and 0.79 g (0.014 mol) of solid potassium hydroxide. The resulting solution was stirred at room temperature for 45 minutes. A 1 μl sample of the reaction mixture was then removed from the flask and diluted according to the procedure described in Example 4. The HPLC assay set ... Starting materials: ON1C(C=2C(C1=O)=CC=CC2)=O (N-hydroxyphthalimide), Co(II) acetate, C1(=CC=CC=C1)C(C)C (cumene). Conditions: time 8 hour. Yields the product C(C)(=O)C1=CC=CC=C1 (acetophenone), C1(=CC=CC=C1)C(C)(C)O (2-phenyl-2-propanol), C1(=CC=CC=C1)O (phenol), C1(=CC=CC=C1)C(C)C (cumene). The yield is 10.4%. As a reaction SMILES: [OH:1]N1[C:6](=[O:7])[C:5]2=[CH:8][CH:9]=[CH:10][CH:11]=[C:4]2C1=O.[C:13]1([CH:19]([CH3:21])[CH3:20])[CH:18]=[CH:17][CH:16]=[CH:15][CH:14]=1>>[C:6]([C:5]1[CH:4]=[CH:11][CH:10]=[CH:9][CH:8]=1)(=[O:7])[CH3:13].[C:13]1([C:19]([OH:1])([CH3:21])[CH3:20])[CH:18]=[CH:17][CH:16]=[CH:15][CH:14]=1.[C:13]1([OH:1])[CH:18]=[CH:17][CH:16]=[CH:15][CH:14]=1.[C:13]1([CH:19]([CH3:21])[CH3:20])[CH:18]=[CH:17][CH:16]=[CH:15][CH:14]=1. Procedure details: 0.3 mmol of N-hydroxyphthalimide and 0.3 mmol of Co(II) acetate are added at a temperature of 125° C. to 30 mmol of cumene in a round-bottomed flask having an attached reflux condenser. The reaction mixture is stirred for 8 hours at said temperature under an oxygen atmosphere of 1 bar. Not the target product, but acetophenone is obtained at a selectivity of 58.7%, 2-phenyl-2-propanol (13.1%) and phenol (10.4%) at a cumene conversion rate of 49.3%. Starting materials: CCOC(=O)C1=C(C)NC(C)=C(C(=O)OCC)C1, CC(=O)O, Cc1ccccc1, CS(=O)(=O)c1ccc(C(CC2CCCC2)C(=O)Nc2cnc(C=C3SC(=O)NC3=O)cn2)cc1Cl. The product is CS(=O)(=O)c1ccc(C(CC2CCCC2)C(=O)Nc2cnc(CC3SC(=O)NC3=O)cn2)cc1Cl. Reaction SMILES: [CH2:36]([O:37][C:38]([C:39]1=[C:50]([CH3:51])[NH:49][C:47]([CH3:48])=[C:41]([C:42]([O:43][CH2:44][CH3:45])=[O:46])[CH2:40]1)=[O:52])[CH3:53].[CH3:54][C:55](=[O:56])[OH:57].[CH3:58][c:59]1[cH:60][cH:61][cH:62][cH:63][cH:64]1.[Cl:1][c:2]1[cH:3][c:4]([CH:12]([C:13](=[O:14])[NH:15][c:16]2[n:17][cH:18][c:19]([CH:22]=[C:23]3[C:24](=[O:29])[NH:25][C:26](=[O:28])[S:27]3)[n:20][cH:21]2)[CH2:30][CH:31]2[CH2:32][CH2:33][CH2:34][CH2:35]2)[cH:5][cH:6][c:7]1[S:8](=[O:9])(=[O:10])[CH3:11]>>[Cl:1][c:2]1[cH:3][c:4]([CH:12]([C:13](=[O:14])[NH:15][c:16]2[n:17][cH:18][c:19]([CH2:22][CH:23]3[C:24](=[O:29])[NH:25][C:26](=[O:28])[S:27]3)[n:20][cH:21]2)[CH2:30][CH:31]2[CH2:32][CH2:33][CH2:34][CH2:35]2)[cH:5][cH:6][c:7]1[S:8](=[O:9])(=[O:10])[CH3:11]. Starting materials: suspension, COC1=CC=C(C=C1)N=C=O (4-methoxyphenyl isocyanate), [H-].[Na+] (sodium hydride), N\C(=C/C(=O)[O-])\C(F)(F)F (3-amino-4,4,4-trifluorocrotonate), C([O-])([O-])=O.[K+].[K+] (potassium carbonate), CI (methyl iodide). The solvent is O (water), C(C)OCC (diethyl ether). Conditions: temperature -20 celsius. The product is CN1C(N(C(C=C1C(F)(F)F)=O)C1=CC=C(C=C1)OC)=O (1 -methyl-3-(4-methoxyphenyl)-6-trifluoromethyl-2,4(1H,3H)-pyrimidinedione). Yield: 43.6%. RXN SMILES: [H-].[Na+].[NH2:3]/[C:4](/[C:9]([F:12])([F:11])[F:10])=[CH:5]\[C:6]([O-])=[O:7].[CH3:13][O:14][C:15]1[CH:20]=[CH:19][C:18]([N:21]=[C:22]=[O:23])=[CH:17][CH:16]=1.[C:24](=O)([O-])[O-].[K+].[K+].CI>O.C(OCC)C>[CH3:24][N:3]1[C:4]([C:9]([F:12])([F:11])[F:10])=[CH:5][C:6](=[O:7])[N:21]([C:18]2[CH:17]=[CH:16][C:15]([O:14][CH3:13])=[CH:20][CH:19]=2)[C:22]1=[O:23] |f:0.1,4.5.6|. Procedure: In a flask was placed 8.27 g (0.207 mole) of a 60% suspension of sodium hydride in mineral oil. The mineral oil was removed by washing the sodium hydride twice with heptane. To the flask was then added 300 mL of tetrahydrofuran. This suspension was cooled to -20° C. at which it was maintained during the dropwise addition of 37.9 g (0.207 mole) of 3-amino-4,4,4-trifluorocrotonate. This mixture was allowed to stir for 10 minutes before the dropwise addition of 30.83 g (0.207 mole) of 4-methoxyphen... Yields the product Cc1ccccc1N(Cc1cccnc1)S(C)(=O)=O. RXN SMILES: [C:16](=[O:17])([O-:18])[O-:19].[CH3:1][c:2]1[c:3]([NH:8][CH2:9][c:10]2[cH:11][n:12][cH:13][cH:14][cH:15]2)[cH:4][cH:5][cH:6][cH:7]1.[CH3:22][S:23]([Cl:24])(=[O:25])=[O:26].[Cl:27][CH2:28][Cl:29].[K+:20].[K+:21]>>[CH3:1][c:2]1[c:3]([N:8]([CH2:9][c:10]2[cH:11][n:12][cH:13][cH:14][cH:15]2)[S:23]([CH3:22])(=[O:25])=[O:26])[cH:4][cH:5][cH:6][cH:7]1. Reactants: O=C([O-])[O-], Cc1ccccc1NCc1cccnc1, CS(=O)(=O)Cl, ClCCl, [K+], [K+]. The reactants are O=C1Nc2cccc3c2C1(CCCCBr)CCC3, O=C([O-])[O-], c1ccc2c(c1)CCNC2, CCOC(C)=O, CN(C)C=O, [K+], [K+]. The product is O=C1Nc2cccc3c2C1(CCCCN1CCc2ccccc2C1)CCC3. RXN SMILES: [Br:1][CH2:2][CH2:3][CH2:4][CH2:5][C:6]12[C:7](=[O:18])[NH:8][c:9]3[cH:10][cH:11][cH:12][c:13]([c:14]31)[CH2:15][CH2:16][CH2:17]2.[C:29](=[O:30])([O-:31])[O-:32].[CH2:19]1[NH:20][CH2:21][CH2:22][c:23]2[cH:24][cH:25][cH:26][cH:27][c:28]21.[CH3:35][CH2:36][O:37][C:38](=[O:39])[CH3:40].[CH3:41][N:42]([CH3:43])[CH:44]=[O:45].[K+:33].[K+:34]>>[CH2:2]([CH2:3][CH2:4][CH2:5][C:6]12[C:7](=[O:18])[NH:8][c:9]3[cH:10][cH:11][cH:12][c:13]([c:14]31)[CH2:15][CH2:16][CH2:17]2)[N:20]1[CH2:19][c:28]2[c:23]([cH:24][cH:25][cH:26][cH:27]2)[CH2:22][CH2:21]1. The reactants are O=C1CCC(=O)N1Br, O=C(OOC(=O)c1ccccc1)c1ccccc1, ClC(Cl)(Cl)Cl, Cc1ccccc1-n1c(Cl)nn(C)c1=O. The product is Cn1nc(Cl)n(-c2ccccc2CBr)c1=O. RXN SMILES: [Br:16][N:17]1[C:18](=[O:19])[CH2:20][CH2:21][C:22]1=[O:23].[C:24]([O:25][O:26][C:27](=[O:28])[c:29]1[cH:30][cH:31][cH:32][cH:33][cH:34]1)(=[O:35])[c:36]1[cH:37][cH:38][cH:39][cH:40][cH:41]1.[C:42]([Cl:43])([Cl:44])([Cl:45])[Cl:46].[Cl:1][c:2]1[n:3](-[c:9]2[c:10]([CH3:15])[cH:11][cH:12][cH:13][cH:14]2)[c:4](=[O:8])[n:5]([CH3:7])[n:6]1>>[Cl:1][c:2]1[n:3](-[c:9]2[c:10]([CH2:15][Br:16])[cH:11][cH:12][cH:13][cH:14]2)[c:4](=[O:8])[n:5]([CH3:7])[n:6]1.